This data is from the Open Reaction Database (ORD), a public repository of structured organic reaction records. The task is: describe an organic reaction: reactants, conditions, products, and yield The reactants are O=C[C@H](O)CO ((R)-glyceraldehyde), C(C)(C)(C)N (tert. butylamine). Reagents/catalysts: [Pd] (palladium/carbon). Run in C(C)O (ethanol). Product: C(C)(C)(C)NC[C@@H](CO)O ((S)-1-tert.butylamino-2,3-dihydroxy-propane). RXN SMILES: [O:1]=[CH:2][C@@H:3]([CH2:5]O)[OH:4].[C:7]([NH2:11])([CH3:10])([CH3:9])[CH3:8]>C(O)C.[Pd]>[C:7]([NH:11][CH2:5][C@H:3]([OH:4])[CH2:2][OH:1])([CH3:10])([CH3:9])[CH3:8]. Reported procedure: 30 g of (R)-glyceraldehyde, 36 cc of tert. butylamine in 800 cc of ethanol are hydrogenated over 8 g of 10 % palladium/carbon with H2 for 4 hours, the catalyst is filtered off and the solution is concentrated. (S)-1-tert.butylamino-2,3-dihydroxy-propane is obtained from ethyl acetate/ether (2:1) in the form of crystals having a M.P. of 76°-81°. [α] 20546 = -11.8° (c = 2.0; methanol). Starting materials: ice, Cl (HCl), diazonium salt, N(=O)[O-].[Na+] (sodium nitrite), ice, O-cresol, [OH-].[Na+] (NaOH), S(=O)([O-])S(=O)[O-].[Na+].[Na+] (sodium dithionite), S(=O)(C1=CC=C(C=C1)N)(=O)O (sulfanilic acid), C([O-])([O-])=O.[Na+].[Na+] (sodium carbonate), ice. The solvent is O (H2O), C(=O)(O)[O-].[Na+] (NaHCO3), O (H2O). Reaction conditions: temperature 0 celsius, time 1 hour. The product is CC1=C(C=CC=C1N)O (2-methyl-3-amino-phenol). As a reaction SMILES: S(O)(=O)([C:3]1[CH:8]=[CH:7][C:6]([NH2:9])=[CH:5][CH:4]=1)=O.[C:12](=[O:15])([O-])[O-].[Na+].[Na+].N([O-])=O.[Na+].Cl.[OH-].[Na+].S(S([O-])=O)([O-])=O.[Na+].[Na+]>O.C([O-])(O)=O.[Na+]>[CH3:8][C:7]1[C:6]([NH2:9])=[CH:5][CH:4]=[CH:3][C:12]=1[OH:15] |f:1.2.3,4.5,7.8,9.10.11,13.14|. Procedure: To a 500 mL erlenmeyer flask was added sulfanilic acid (14.38 g, 83 mmol), sodium carbonate (4.29 g, 40.5 mmol) and distilled H2O (83 mL), when all of the sulfanilic acid dissolved, the solution was cooled in an ice bath to 0° C. and a solution of sodium nitrite (6.16 g, 89.3 mmol) in H2O (15 mL) was added in one portion. The ice bath was allowed to warm to +15° C. and the mixture was stirred at this temperature 1 h. The reaction mixture was poured onto a mixture of ice (100 g) and 12N HCl (17.4... The reactants are CC(C)CCNCCC(C)C, C1CCOC1, CCN=C=NCCCN(C)C, ClC(Cl)Cl, Cl, O=C(O)c1ccc([N+](=O)[O-])c(F)c1, On1nnc2ccccc21. Yields the product CC(C)CCN(CCC(C)C)C(=O)c1ccc([N+](=O)[O-])c(F)c1. Reaction SMILES: [CH2:36]([CH2:37][CH:38]([CH3:39])[CH3:40])[NH:41][CH2:42][CH2:43][CH:44]([CH3:45])[CH3:46].[CH2:51]1[O:52][CH2:53][CH2:54][CH2:55]1.[CH3:2][N:3]([CH3:4])[CH2:5][CH2:6][CH2:7][N:8]=[C:9]=[N:10][CH2:11][CH3:12].[CH:47]([Cl:48])([Cl:49])[Cl:50].[ClH:1].[F:23][c:24]1[cH:25][c:26]([C:27](=[O:28])[OH:29])[cH:30][cH:31][c:32]1[N+:33](=[O:34])[O-:35].[OH:13][n:14]1[c:15]2[cH:16][cH:17][cH:18][cH:19][c:20]2[n:21][n:22]1>>[F:23][c:24]1[cH:25][c:26]([C:27](=[O:29])[N:41]([CH2:36][CH2:37][CH:38]([CH3:39])[CH3:40])[CH2:42][CH2:43][CH:44]([CH3:45])[CH3:46])[cH:30][cH:31][c:32]1[N+:33](=[O:34])[O-:35]. The reactants are CCOC(=O)c1[nH]c2ccc(CC3COC(=O)N3)cc2c1CCN(C)C, CCO, [K+], [OH-]. Product: CN(C)CCc1c(C(=O)O)[nH]c2ccc(CC3COC(=O)N3)cc12. As a reaction SMILES: [CH2:3]([CH3:4])[O:5][C:6](=[O:7])[c:8]1[nH:9][c:10]2[cH:11][cH:12][c:13]([CH2:22][CH:23]3[NH:24][C:25](=[O:28])[O:26][CH2:27]3)[cH:14][c:15]2[c:16]1[CH2:17][CH2:18][N:19]([CH3:20])[CH3:21].[CH3:29][CH2:30][OH:31].[K+:2].[OH-:1]>>[O:5]=[C:6]([OH:7])[c:8]1[nH:9][c:10]2[cH:11][cH:12][c:13]([CH2:22][CH:23]3[NH:24][C:25](=[O:28])[O:26][CH2:27]3)[cH:14][c:15]2[c:16]1[CH2:17][CH2:18][N:19]([CH3:20])[CH3:21]. RXN SMILES: [Br:1][C:2]12[CH2:3][CH2:4][C:5]([CH2:10][CH2:11][CH2:12][CH2:13][CH3:14])([CH2:6][CH2:7]1)[CH2:8][CH2:9]2.[Cl-:38].[Cl-:40].[Cl-:41].[Cl:35][CH2:36][Cl:37].[ClH:25].[F:15][c:16]1[cH:17][cH:18][cH:19][c:20]([O:23][CH3:24])[c:21]1[F:22].[Fe+3:39].[O-:26][N+:27]([c:28]1[cH:29][cH:30][cH:31][cH:32][cH:33]1)=[O:34]>>[C:2]12([c:17]3[c:16]([F:15])[c:21]([F:22])[c:20]([O:23][CH3:24])[cH:19][cH:18]3)[CH2:3][CH2:4][C:5]([CH2:10][CH2:11][CH2:12][CH2:13][CH3:14])([CH2:6][CH2:7]1)[CH2:8][CH2:9]2. Reactants: CCCCCC12CCC(Br)(CC1)CC2, [Cl-], [Cl-], [Cl-], ClCCl, Cl, COc1cccc(F)c1F, [Fe+3], O=[N+]([O-])c1ccccc1. Product: CCCCCC12CCC(c3ccc(OC)c(F)c3F)(CC1)CC2.